From a dataset of the Open Reaction Database (ORD), a public repository of structured organic reaction records. describe an organic reaction: reactants, conditions, products, and yield Starting materials: C#CCBr, OC1CCN(Cc2ccccc2)C1, CN(C)C=O, CCOC(C)=O, [H-], [Na+], O. The product is C#CCOC1CCN(Cc2ccccc2)C1. As a reaction SMILES: [CH2:21]([C:22]#[CH:23])[Br:24].[CH2:3]([c:4]1[cH:5][cH:6][cH:7][cH:8][cH:9]1)[N:10]1[CH2:11][CH:12]([OH:15])[CH2:13][CH2:14]1.[CH3:16][N:17]([CH3:18])[CH:19]=[O:20].[CH3:25][CH2:26][O:27][C:28](=[O:29])[CH3:30].[H-:1].[Na+:2].[OH2:31]>>[CH2:3]([c:4]1[cH:5][cH:6][cH:7][cH:8][cH:9]1)[N:10]1[CH2:11][CH:12]([O:15][CH2:23][C:22]#[CH:21])[CH2:13][CH2:14]1. Reactants: C(C)(C)(C)OC(NCCCC(=O)C=1C=NC(=CC1)OC)=O ([4-(6-Methoxy-pyridin-3-yl)-4-oxo-butyl]-carbamic Acid tert-Butyl Ester), COP(=O)(OC)CC(=O)OC(C)(C)C (t-butyl dimethylphosphonoacetate), C[Si](C)(C)[NH-].C[Si](C)(C)[NH-].[Na+].[Na+] (sodium bis(trimethylsilylamide)), solution. Solvent: O1CCCC1 (tetrahydrofuran), O1CCCC1 (tetrahydrofuran), C(C)(=O)OCC (ethyl acetate). Reaction conditions: time 15 minute. Yields the product C(C)(C)(C)OC(C=C(CCCNC(=O)OC(C)(C)C)C=1C=NC(=CC1)OC)=O (6-tert-Butoxycarbonylamino-3-(6-methoxy-pyridin-3-yl)-hex-2-enoic Acid tert-Butyl Ester). RXN SMILES: COP([CH2:7][C:8]([O:10][C:11]([CH3:14])([CH3:13])[CH3:12])=[O:9])(OC)=O.C[Si]([NH-])(C)C.C[Si]([NH-])(C)C.[Na+].[Na+].[C:27]([O:31][C:32](=[O:47])[NH:33][CH2:34][CH2:35][CH2:36][C:37]([C:39]1[CH:40]=[N:41][C:42]([O:45][CH3:46])=[CH:43][CH:44]=1)=O)([CH3:30])([CH3:29])[CH3:28]>O1CCCC1.C(OCC)(=O)C>[C:11]([O:10][C:8](=[O:9])[CH:7]=[C:37]([C:39]1[CH:40]=[N:41][C:42]([O:45][CH3:46])=[CH:43][CH:44]=1)[CH2:36][CH2:35][CH2:34][NH:33][C:32]([O:31][C:27]([CH3:30])([CH3:29])[CH3:28])=[O:47])([CH3:12])([CH3:13])[CH3:14] |f:1.2.3.4|. Reported procedure: To a stirred solution of t-butyl dimethylphosphonoacetate (6.86 g, 30.6 mmol) in tetrahydrofuran (150 mL) at −78° C. under argon was added a solution of sodium bis(trimethylsilylamide) (30.6 mL of a 1.0 M solution). After 15 min., a solution of 1-3 (3.0 g, 10.2 mmol) in tetrahydrofuran (30 mL) was added, and the reaction was warmed to ambient temperature, then heated to 40° C. for 1 h. The reaction mixture was then cooled to ambient temperature, diluted with ethyl acetate and washed with saturat...